Dataset: the Open Reaction Database (ORD), a public repository of structured organic reaction records. Task: describe an organic reaction: reactants, conditions, products, and yield Starting materials: BrC1=C(C(=C(C=C1)Cl)F)F (1-bromo-4-chloro-2,3-difluorobenzene), C(C)(C)[Mg]Cl (i-propylmagnesiumchloride), C(C)(C)OB1OC(C(O1)(C)C)(C)C (2-isopropoxy-4,4,5,5-tetramethyl-1,3,2-dioxa-borolane). Solvent: O1CCCC1 (tetrahydrofuran), O1CCCC1 (tetrahydrofuran). Run at temperature 0 celsius, time 1 hour. The product is ClC1=C(C(=C(C=C1)B1OC(C(O1)(C)C)(C)C)F)F (2-(4-chloro-2,3-difluorophenyl)-4,4,5,5-tetramethyl-1,3,2-dioxaborolane). RXN SMILES: Br[C:2]1[CH:7]=[CH:6][C:5]([Cl:8])=[C:4]([F:9])[C:3]=1[F:10].C([Mg]Cl)(C)C.C(O[B:20]1[O:24][C:23]([CH3:26])([CH3:25])[C:22]([CH3:28])([CH3:27])[O:21]1)(C)C>O1CCCC1>[Cl:8][C:5]1[CH:6]=[CH:7][C:2]([B:20]2[O:24][C:23]([CH3:26])([CH3:25])[C:22]([CH3:28])([CH3:27])[O:21]2)=[C:3]([F:10])[C:4]=1[F:9]. Procedure: To a solution of 1-bromo-4-chloro-2,3-difluorobenzene (720 mg, 3.17 mmol) in tetrahydrofuran (10 mL) was added i-propylmagnesiumchloride (1.90 mL, 3.80 mmol) at 0° C. The reaction mixture was stirred at 0° C. for 1 h. Then 2-isopropoxy-4,4,5,5-tetramethyl-1,3,2-dioxa-borolane (0.98 mL, 4.75 mmol) in tetrahydrofuran (5.0 mL) was added. The reaction mixture was allowed to warm up to room temperature and stirred at RT for 1 h. The mixture was used directly in the next step. The reactants are CCOC(=O)C(C)(F)CN(Cc1ccccc1)C1CCCC1, CCO, O=C(O)C(F)(F)F, [OH-], [OH-], [Pd+2]. Product: CCOC(=O)C(C)(F)CNC1CCCC1. Reaction SMILES: [CH2:1]([c:2]1[cH:3][cH:4][cH:5][cH:6][cH:7]1)[N:8]([CH2:9][C:10]([C:11](=[O:12])[O:13][CH2:14][CH3:15])([CH3:16])[F:17])[CH:18]1[CH2:19][CH2:20][CH2:21][CH2:22]1.[CH3:30][CH2:31][OH:32].[F:23][C:24]([F:25])([F:26])[C:27]([OH:28])=[O:29].[OH-:33].[OH-:34].[Pd+2:35]>>[NH:8]([CH2:9][C:10]([C:11](=[O:12])[O:13][CH2:14][CH3:15])([CH3:16])[F:17])[CH:18]1[CH2:19][CH2:20][CH2:21][CH2:22]1.